This data is from the Open Reaction Database (ORD), a public repository of structured organic reaction records. The task is: describe an organic reaction: reactants, conditions, products, and yield Reactants: O[C@H]1CC([C@]2(C)[C@@H]1[C@@H]1CCC3=CC(CCC3=C1CC2)=O)=O (15α-hydroxyestra-4,9-diene-3,17-dione), C(C1=CC=CC=C1)(=O)Cl (benzoyl chloride), ice water. The solvent is N1=CC=CC=C1 (pyridine). Run at time 1 hour. The product is C(C1=CC=CC=C1)(=O)O[C@H]1CC([C@]2(C)[C@@H]1[C@@H]1CCC3=CC(CCC3=C1CC2)=O)=O (15α-benzoyloxyestra-4,9-diene-3,17-dione). RXN SMILES: [OH:1][C@@H:2]1[C@H:7]2[C@H:8]3[C:17]([CH2:18][CH2:19][C@:5]2([CH3:6])[C:4](=[O:21])[CH2:3]1)=[C:16]1[C:11](=[CH:12][C:13](=[O:20])[CH2:14][CH2:15]1)[CH2:10][CH2:9]3.[C:22](Cl)(=[O:29])[C:23]1[CH:28]=[CH:27][CH:26]=[CH:25][CH:24]=1>N1C=CC=CC=1>[C:22]([O:1][C@@H:2]1[C@H:7]2[C@H:8]3[C:17]([CH2:18][CH2:19][C@:5]2([CH3:6])[C:4](=[O:21])[CH2:3]1)=[C:16]1[C:11](=[CH:12][C:13](=[O:20])[CH2:14][CH2:15]1)[CH2:10][CH2:9]3)(=[O:29])[C:23]1[CH:28]=[CH:27][CH:26]=[CH:25][CH:24]=1. Procedure: A solution of 20 g of 15α-hydroxyestra-4,9-diene-3,17-dione in 120 ml of pyridine is combined dropwise with 13.6 ml of benzoyl chloride and the mixture is stirred for one hour at room temperature. Subsequently the mixture is poured into ice water, extracted with dichloromethane, washed with sodium bicarbonate solution and water and concentrated under vacuum. The cooled crude product is chromatographed on silica gel, yielding 26.2 g of 15α-benzoyloxyestra-4,9-diene-3,17-dione. The reactants are NC1=CN=C(C(=N1)C#N)C1=C(C=C(C=C1)B1OC(C(O1)(C)C)(C)C)F (6-amino-3-(2-fluoro-4-(4,4,5,5-tetramethyl-1,3,2-dioxaborolan-2-yl)phenyl)pyrazine-2-carbonitrile), BrC1=C(OC2=NC=CC=N2)C=CC=C1 (2-(2-bromophenoxy)pyrimidine). Yields the product NC1=CN=C(C(=N1)C#N)C1=C(C=C(C=C1)C1=C(C=CC=C1)OC1=NC=CC=N1)F (6-Amino-3-[3-fluoro-2′-(pyrimidin-2-yloxy)biphenyl-4-yl]pyrazine-2-carbonitrile). RXN SMILES: [NH2:1][C:2]1[N:7]=[C:6]([C:8]#[N:9])[C:5]([C:10]2[CH:15]=[CH:14][C:13](B3OC(C)(C)C(C)(C)O3)=[CH:12][C:11]=2[F:25])=[N:4][CH:3]=1.Br[C:27]1[CH:39]=[CH:38][CH:37]=[CH:36][C:28]=1[O:29][C:30]1[N:35]=[CH:34][CH:33]=[CH:32][N:31]=1>>[NH2:1][C:2]1[N:7]=[C:6]([C:8]#[N:9])[C:5]([C:10]2[CH:15]=[CH:14][C:13]([C:27]3[CH:39]=[CH:38][CH:37]=[CH:36][C:28]=3[O:29][C:30]3[N:31]=[CH:32][CH:33]=[CH:34][N:35]=3)=[CH:12][C:11]=2[F:25])=[N:4][CH:3]=1. Reported procedure: The title compound was prepared using conditions analogous to those used to make Example 6 utilizing 6-amino-3-(2-fluoro-4-(4,4,5,5-tetramethyl-1,3,2-dioxaborolan-2-yl)phenyl)pyrazine-2-carbonitrile and 2-(2-bromophenoxy)pyrimidine. MS (ESI): mass calcd. for C21H13FN6O, 384.11; m/z found, 385.0 [M+H]+. 1H NMR (600 MHz, DMSO-δ6) δ 8.55 (d, J=4.8, 2H), 8.20 (s, 1H), 7.61 (dd, J=7.7, 1.7, 1H), 7.57-7.49 (m, 2H), 7.44-7.37 (m, 3H), 7.35 (s, 2H), 7.32 (dd, J=8.1, 1.2, 1H), 7.19-7.15 (m, 1H). The reactants are NCC1=CC=C(C=C1)N1N=C(C=C1NC(=O)NC1=CC=C(C=C1)OC1=CC=NC=C1)C(C)(C)C (1-[2-(4-aminomethyl-phenyl)-5-tert-butyl-2H-pyrazol-3-yl]-3-[4-(pyridin-4-yloxy)phenyl]urea), C(=O)(OC(C)(C)C)NCC(=O)O (N-Boc-glycine), CCN=C=NCCCN(C)C.Cl (EDCl), C=1C=CC2=C(C1)N=NN2O (HOBT), C(C)(C)N(C(C)C)CC (N,N-diisopropylethylamine). Run in C1CCOC1.C(C)#N (THF acetonitrile). Reaction conditions: time 1 hour. Product: C(C)(C)(C)OC(NCC(NCC1=CC=C(C=C1)N1N=C(C=C1NC(=O)NC1=CC=C(C=C1)OC1=CC=NC=C1)C(C)(C)C)=O)=O ({[4-(3-tert-Butyl-5-{3-[4-(pyridin-4-yloxy)-phenyl]-ureido}-pyrazol-1-yl)-benzylcarbamoyl]-methyl}-carbamic acid tert-butyl ester). The yield is 10.7%. Reaction SMILES: [C:1]([NH:8][CH2:9][C:10]([OH:12])=O)([O:3][C:4]([CH3:7])([CH3:6])[CH3:5])=[O:2].CCN=C=NCCCN(C)C.Cl.C1C=CC2N(O)N=NC=2C=1.C(N(CC)C(C)C)(C)C.[NH2:44][CH2:45][C:46]1[CH:51]=[CH:50][C:49]([N:52]2[C:56]([NH:57][C:58]([NH:60][C:61]3[CH:66]=[CH:65][C:64]([O:67][C:68]4[CH:73]=[CH:72][N:71]=[CH:70][CH:69]=4)=[CH:63][CH:62]=3)=[O:59])=[CH:55][C:54]([C:74]([CH3:77])([CH3:76])[CH3:75])=[N:53]2)=[CH:48][CH:47]=1>C1COCC1.C(#N)C>[C:4]([O:3][C:1](=[O:2])[NH:8][CH2:9][C:10](=[O:12])[NH:44][CH2:45][C:46]1[CH:51]=[CH:50][C:49]([N:52]2[C:56]([NH:57][C:58]([NH:60][C:61]3[CH:66]=[CH:65][C:64]([O:67][C:68]4[CH:69]=[CH:70][N:71]=[CH:72][CH:73]=4)=[CH:63][CH:62]=3)=[O:59])=[CH:55][C:54]([C:74]([CH3:77])([CH3:76])[CH3:75])=[N:53]2)=[CH:48][CH:47]=1)([CH3:5])([CH3:6])[CH3:7] |f:1.2,6.7|. Procedure details: To a solution of N-Boc-glycine (260 mg, 1.48 mmol), EDCl (283 mg, 148 mmol) and HOBT (200 mg, 1.48 mmol) in THF/acetonitrile (50:50, 5 mL) was added N,N-diisopropylethylamine (380 mg, 2.96 mmol), and the resulting reaction mixture was stirred at room temperature for 1 h. Then, 1-[2-(4-aminomethyl-phenyl)-5-tert-butyl-2H-pyrazol-3-yl]-3-[4-(pyridin-4-yloxy)phenyl]urea (450 mg, 0.99 mmol) was added to the solution and the reaction mixture was stirred at 50° C. for 18 h. The reaction mixture was co... As a reaction SMILES: [CH3:20][C:21]1=[CH:22][CH:23]([OH:30])[CH2:24][CH:25]([C:27](=[CH2:28])[CH3:29])[CH2:26]1.[CH3:31][CH2:32][O:33][C:34](=[O:35])[CH3:36].[I:1][c:2]1[cH:3][cH:4][cH:5][cH:6][c:7]1[S:8]([O-:9])(=[O:10])=[O:11].[Na+:12].[Na+:13].[Na+:14].[O-:15][S:16](=[O:17])(=[O:18])[O-:19]>>[CH3:20][C:21]1=[CH:22][C:23](=[O:30])[CH2:24][CH:25]([C:27](=[CH2:28])[CH3:29])[CH2:26]1. Reactants: C=C(C)C1CC(C)=CC(O)C1, CCOC(C)=O, O=S(=O)([O-])c1ccccc1I, [Na+], [Na+], [Na+], O=S(=O)([O-])[O-]. Product: C=C(C)C1CC(=O)C=C(C)C1.